Dataset: the Open Reaction Database (ORD), a public repository of structured organic reaction records. Task: describe an organic reaction: reactants, conditions, products, and yield Reactants: C(CCC)[Li] (n-butyl lithium), C(C)(C)NC(C)C (diisopropylamine), O1CCCC1 (tetrahydrofuran), Cl (hydrochloric acid), BrCC1=CN=C(S1)C(F)(F)F (5-bromomethyl- 2-trifluoromethylthiazole), O1CCCC1 (tetrahydrofuran), 2-(trimethylsilyloxy)-2-(4',-fluorophenyl)acetonitriie, O1CCCC1 (tetrahydrofuran), C[SiH](C)C (trimethylsilane), F (hydrofluoric acid). Run in CCCCCC (hexane), CC(=O)C (acetone), CCCCCC (hexane), CO (methanol). Reaction conditions: temperature -70 celsius. The product is FC1=CC=C(C=C1)C(CC1=CN=C(S1)C(F)(F)F)=O (1-(4-Fluorophenyl)-2-(2-trifluoromethyl-5-thiazolyl)ethanone). Reaction SMILES: [CH2:1]([Li])[CH2:2][CH2:3]C.C(NC(C)C)(C)C.Br[CH2:14][C:15]1[S:19][C:18]([C:20]([F:23])([F:22])[F:21])=[N:17][CH:16]=1.Cl.[FH:25].C[SiH](C)C.[O:30]1[CH2:34][CH2:33][CH2:32][CH2:31]1>CC(C)=O.CCCCCC.CO>[F:25][C:3]1[CH:2]=[CH:1][C:33]([C:34](=[O:30])[CH2:14][C:15]2[S:19][C:18]([C:20]([F:23])([F:22])[F:21])=[N:17][CH:16]=2)=[CH:32][CH:31]=1. Procedure details: A solution of 2.4M n-butyl lithium in hexane (6.4 mL, 15.4 mmol) was added to a solution of 2.15 mL (15.4 mmol) of diisopropylamine in 50 mL of dry tetrahydrofuran at -10° C. under nitrogen with stirring over a 2-min period. The resulting solution was cooled to -70° C. and a solution containing 3.18 g (14 mmol) of 2-(trimethylsilyloxy)-2-(4',-fluorophenyl)acetonitriie in 3 mL of dry tetrahydrofuran was added dropwise by means of a syringe pump over a 20-min period under nitrogen with stirring. T... The reactants are Cc1ccc(S(=O)(=O)Cl)cc1N1CCN(C(=O)C(F)(F)F)CC1, Nc1cccc(OC(F)F)c1, c1ccncc1. Product: Cc1ccc(S(=O)(=O)Nc2cccc(OC(F)F)c2)cc1N1CCN(C(=O)C(F)(F)F)CC1. As a reaction SMILES: [CH3:12][c:13]1[c:14]([N:23]2[CH2:24][CH2:25][N:26]([C:29]([C:30]([F:31])([F:32])[F:33])=[O:34])[CH2:27][CH2:28]2)[cH:15][c:16]([S:19](=[O:20])(=[O:21])[Cl:22])[cH:17][cH:18]1.[F:1][CH:2]([O:3][c:4]1[cH:5][c:6]([NH2:7])[cH:8][cH:9][cH:10]1)[F:11].[cH:35]1[cH:36][cH:37][n:38][cH:39][cH:40]1>>[F:1][CH:2]([O:3][c:4]1[cH:5][c:6]([NH:7][S:19]([c:16]2[cH:15][c:14]([N:23]3[CH2:24][CH2:25][N:26]([C:29]([C:30]([F:31])([F:32])[F:33])=[O:34])[CH2:27][CH2:28]3)[c:13]([CH3:12])[cH:18][cH:17]2)(=[O:20])=[O:21])[cH:8][cH:9][cH:10]1)[F:11]. Reactants: C1(=CC=CC=C1)OC (anisole), C(C1=CC=CC=C1)(=O)SC(C(=O)NC1CC2=C(CN(C1=O)C(C(=O)OC(C)(C)C)CC(C)C)C=CC=C2)CC2=CC=CC=C2 (2-[4-(2-benzoylsulfanyl-3-phenyl-propionyl-amino)-3-oxo-1,3,4,5-tetrahydro-benzo[c]azepin-2-yl]-4-methyl-valeric acid, tert-butyl ester), FC(C(=O)O)(F)F (trifluoroacetic acid). The solvent is C(Cl)Cl (methylene chloride). Reaction conditions: time 15 hour. The product is C(C1=CC=CC=C1)(=O)SC(C(=O)NC1CC2=C(CN(C1=O)C(C(=O)O)CC(C)C)C=CC=C2)CC2=CC=CC=C2 (2-[4-(2-Benzoylsulfanyl-3-phenyl-propionyl-amino)-3-oxo-1,3,4,5-tetrahydro-benzo[c]azepin-2-yl]-4-methyl-valeric acid). The yield is 122.7%. RXN SMILES: [C:1]([S:9][CH:10]([CH2:38][C:39]1[CH:44]=[CH:43][CH:42]=[CH:41][CH:40]=1)[C:11]([NH:13][CH:14]1[C:20](=[O:21])[N:19]([CH:22]([CH2:30][CH:31]([CH3:33])[CH3:32])[C:23]([O:25]C(C)(C)C)=[O:24])[CH2:18][C:17]2[CH:34]=[CH:35][CH:36]=[CH:37][C:16]=2[CH2:15]1)=[O:12])(=[O:8])[C:2]1[CH:7]=[CH:6][CH:5]=[CH:4][CH:3]=1.C1(OC)C=CC=CC=1.FC(F)(F)C(O)=O>C(Cl)Cl>[C:1]([S:9][CH:10]([CH2:38][C:39]1[CH:40]=[CH:41][CH:42]=[CH:43][CH:44]=1)[C:11]([NH:13][CH:14]1[C:20](=[O:21])[N:19]([CH:22]([CH2:30][CH:31]([CH3:33])[CH3:32])[C:23]([OH:25])=[O:24])[CH2:18][C:17]2[CH:34]=[CH:35][CH:36]=[CH:37][C:16]=2[CH2:15]1)=[O:12])(=[O:8])[C:2]1[CH:3]=[CH:4][CH:5]=[CH:6][CH:7]=1. Reported procedure: Dissolve 2-[4-(2-benzoylsulfanyl-3-phenyl-propionyl-amino)-3-oxo-1,3,4,5-tetrahydro-benzo[c]azepin-2-yl]-4-methyl-valeric acid, tert-butyl ester (141 mg, 0.229 mmol) in methylene chloride (5 mL) and treat with anisole (0.12 mL, 1.15 mmol) then with trifluoroacetic acid (1.5M). Stir at room temperature for 15 hours, partition between ethyl acetate (25 mL) and brine (15 mL). Wash the organic layer with brine (15 mL), dry (Na2SO4) and purify by silica gel chromatography (1:1 hexane/ethyl acetate fo... The reactants are COc1ccccc1COCCCOc1ccc(C2CCN(C(=O)OCc3ccccc3)CC2OCc2ccc3c(C)c[nH]c3c2Br)cc1, CCCC[N+](CCCC)(CCCC)CCCC, CN1CCCN(C)C1=O, [Cl-], N#CCCl, [H-], [I-], [NH4+], [Na+]. Product: COc1ccccc1COCCCOc1ccc(C2CCN(C(=O)OCc3ccccc3)CC2OCc2ccc3c(C)cn(CC#N)c3c2Br)cc1. Reaction SMILES: [Br:1][c:2]1[c:3]([CH2:12][O:13][CH:14]2[CH2:15][N:16]([C:40](=[O:41])[O:42][CH2:43][c:44]3[cH:45][cH:46][cH:47][cH:48][cH:49]3)[CH2:17][CH2:18][CH:19]2[c:20]2[cH:21][cH:22][c:23]([O:26][CH2:27][CH2:28][CH2:29][O:30][CH2:31][c:32]3[c:33]([O:38][CH3:39])[cH:34][cH:35][cH:36][cH:37]3)[cH:24][cH:25]2)[cH:4][cH:5][c:6]2[c:7]([CH3:11])[cH:8][nH:9][c:10]12.[CH2:68]([N+:69]([CH2:70][CH2:71][CH2:72][CH3:73])([CH2:74][CH2:75][CH2:76][CH3:77])[CH2:78][CH2:79][CH2:80][CH3:81])[CH2:82][CH2:83][CH3:84].[CH3:58][N:59]1[CH2:60][CH2:61][CH2:62][N:63]([CH3:64])[C:65]1=[O:66].[Cl-:56].[Cl:52][CH2:53][C:54]#[N:55].[H-:50].[I-:67].[NH4+:57].[Na+:51]>>[Br:1][c:2]1[c:3]([CH2:12][O:13][CH:14]2[CH2:15][N:16]([C:40](=[O:41])[O:42][CH2:43][c:44]3[cH:45][cH:46][cH:47][cH:48][cH:49]3)[CH2:17][CH2:18][CH:19]2[c:20]2[cH:21][cH:22][c:23]([O:26][CH2:27][CH2:28][CH2:29][O:30][CH2:31][c:32]3[c:33]([O:38][CH3:39])[cH:34][cH:35][cH:36][cH:37]3)[cH:24][cH:25]2)[cH:4][cH:5][c:6]2[c:7]([CH3:11])[cH:8][n:9]([CH2:53][C:54]#[N:55])[c:10]12. Starting materials: C(#N)C=1C(NN=C(C1C1=CC=CC=C1)C1=CC=CC=C1)=O (4-Cyano-5,6-diphenyl-3-(2H)-pyridazinone), C(C)(=O)OCC(CC)[N+](=O)[O-] (2-nitrobutyl acetate). The solvent is N1=CC=CC=C1 (pyridine). The product is [N+](=O)([O-])C(CN1N=C(C(=C(C1=O)C#N)C1=CC=CC=C1)C1=CC=CC=C1)CC (2-(2'-Nitrobutyl)-4-cyano-5,6-diphenyl-3-(2H)-pyridazinone). Isolated yield 38.2%. Reaction SMILES: [C:1]([C:3]1[C:4](=[O:21])[NH:5][N:6]=[C:7]([C:15]2[CH:20]=[CH:19][CH:18]=[CH:17][CH:16]=2)[C:8]=1[C:9]1[CH:14]=[CH:13][CH:12]=[CH:11][CH:10]=1)#[N:2].C(O[CH2:26][CH:27]([N+:30]([O-:32])=[O:31])[CH2:28][CH3:29])(=O)C>N1C=CC=CC=1>[N+:30]([CH:27]([CH2:28][CH3:29])[CH2:26][N:5]1[C:4](=[O:21])[C:3]([C:1]#[N:2])=[C:8]([C:9]2[CH:14]=[CH:13][CH:12]=[CH:11][CH:10]=2)[C:7]([C:15]2[CH:20]=[CH:19][CH:18]=[CH:17][CH:16]=2)=[N:6]1)([O-:32])=[O:31]. Reported procedure: 4.0 grams (0.014 mole) of the product of Example 1 was reacted with 2.37 grams (0.014 mole) of 2-nitrobutyl acetate in 100 mls of dry pyridine. This solution was heated to reflux for 1 hour, cooled and the solvent distilled at reduced pressure. The residual solid was recrystallized from methyl alcohol to give 2.0 grams (37% yield) of a white-yellow solid melting at 154°-155° C. The infrared spectrum showed the C-C band at 3.5μ, the nitrile band at 4.5μ, and the amide carbonyl band at 6.0μ. Reactants: NC=1C(=CC(=C(C1)N1C=C(C(C2=CC(=C(C(=C12)C#C)F)F)=O)C(=O)O)F)F (1-(5-Amino-2,4-difluorophenyl)-8-ethynyl-6,7-difluoro-4-oxo-1,4-dihydroquinoline-3-carboxylic acid), CN (methylamine). The solvent is N1=CC=CC=C1 (pyridine). Reaction conditions: time 5 hour. Yields the product NC=1C(=CC(=C(C1)N1C=C(C(C2=CC(=C(C(=C12)C#C)NC)F)=O)C(=O)O)F)F (1-(5-Amino-2,4-difluorophenyl)-8-ethynyl-6-fluoro-7-methylamino-4-oxo-1,4-dihydroquinoline-3-carboxylic Acid). As a reaction SMILES: [NH2:1][C:2]1[C:3]([F:27])=[CH:4][C:5]([F:26])=[C:6]([N:8]2[C:17]3[C:12](=[CH:13][C:14]([F:21])=[C:15](F)[C:16]=3[C:18]#[CH:19])[C:11](=[O:22])[C:10]([C:23]([OH:25])=[O:24])=[CH:9]2)[CH:7]=1.[CH3:28][NH2:29]>N1C=CC=CC=1>[NH2:1][C:2]1[C:3]([F:27])=[CH:4][C:5]([F:26])=[C:6]([N:8]2[C:17]3[C:12](=[CH:13][C:14]([F:21])=[C:15]([NH:29][CH3:28])[C:16]=3[C:18]#[CH:19])[C:11](=[O:22])[C:10]([C:23]([OH:25])=[O:24])=[CH:9]2)[CH:7]=1. Procedure: 1-(5-Amino-2,4-difluorophenyl)-8-ethynyl-6,7-difluoro-4-oxo-1,4-dihydroquinoline-3-carboxylic acid (40 mg) was dissolved in pyridine (0.3 ml), and a 40% methylamine solution (1 ml) was added to this solution, followed by stirring at room temperature for 5 hours. The solvent was distilled off under reduced pressure, and diethyl ether was added to the residue. Solids were collected by filtration to obtain the title compound (30 mg) as a brown powder.